From a dataset of the Open Reaction Database (ORD), a public repository of structured organic reaction records. describe an organic reaction: reactants, conditions, products, and yield The reactants are CCOC(=O)C(C)=Cc1ccccc1O, CCO, [K+], [OH-], O. Yields the product CC(=Cc1ccccc1O)C(=O)O. RXN SMILES: [CH2:1]([CH3:2])[O:3][C:4]([C:5](=[CH:6][c:7]1[c:8]([OH:13])[cH:9][cH:10][cH:11][cH:12]1)[CH3:14])=[O:15].[CH3:18][CH2:19][OH:20].[K+:17].[OH-:16].[OH2:21]>>[O:3]=[C:4]([C:5](=[CH:6][c:7]1[c:8]([OH:13])[cH:9][cH:10][cH:11][cH:12]1)[CH3:14])[OH:15]. Starting materials: S(=O)(Cl)Cl (thionyl chloride), BrC1=NN(C(=C1)C(=O)O)C1=NC=CC=C1Cl (3-bromo-1-(3-chloropyridin-2-yl)-1H-pyrazole-5-carboxylic acid). The reagents and catalysts are CN(C=O)C (dimethylformamide). The solvent is C1(=CC=CC=C1)C (toluene). Yields the product BrC1=NN(C(=C1)C(=O)Cl)C1=NC=CC=C1Cl (3-bromo-1-(3-chloropyridin-2-yl)-1H-pyrazole-5-carbonyl chloride). As a reaction SMILES: S(Cl)([Cl:3])=O.[Br:5][C:6]1[CH:10]=[C:9]([C:11](O)=[O:12])[N:8]([C:14]2[C:19]([Cl:20])=[CH:18][CH:17]=[CH:16][N:15]=2)[N:7]=1>CN(C)C=O.C1(C)C=CC=CC=1>[Br:5][C:6]1[CH:10]=[C:9]([C:11]([Cl:3])=[O:12])[N:8]([C:14]2[C:19]([Cl:20])=[CH:18][CH:17]=[CH:16][N:15]=2)[N:7]=1. Procedure: 3 ml of thionyl chloride and 5 drops of dimethylformamide were added to a mixed solution comprising 3.0 g of 3-bromo-1-(3-chloropyridin-2-yl)-1H-pyrazole-5-carboxylic acid and 30 ml of toluene, followed by reflux with heating for one hour, and thionyl chloride and toluene were distilled off to obtain crude product of 3-bromo-1-(3-chloropyridin-2-yl)-1H-pyrazole-5-carbonyl chloride. The reactants are COC(=O)C1=CC=CC2=CC(=CC=C12)OC1=NC(=NC=C1)C (6-(2-methyl-pyrimidin-4-yloxy)-naphthalene-1-carboxylic acid methyl ester), BrN1C(CCC1=O)=O (N-bromo-succinimide), BrN1C(CCC1=O)=O (N-bromo-succinimide). Run in C(Cl)(Cl)(Cl)Cl (CCl4). Product: COC(=O)C1=CC=CC2=CC(=CC=C12)OC1=NC(=NC=C1)CBr (6-(2-Bromomethyl-pyrimidin-4-yloxy)-naphthalene-1-carboxylic acid methyl ester). Reaction SMILES: [CH3:1][O:2][C:3]([C:5]1[C:14]2[C:9](=[CH:10][C:11]([O:15][C:16]3[CH:21]=[CH:20][N:19]=[C:18]([CH3:22])[N:17]=3)=[CH:12][CH:13]=2)[CH:8]=[CH:7][CH:6]=1)=[O:4].[Br:23]N1C(=O)CCC1=O>C(Cl)(Cl)(Cl)Cl>[CH3:1][O:2][C:3]([C:5]1[C:14]2[C:9](=[CH:10][C:11]([O:15][C:16]3[CH:21]=[CH:20][N:19]=[C:18]([CH2:22][Br:23])[N:17]=3)=[CH:12][CH:13]=2)[CH:8]=[CH:7][CH:6]=1)=[O:4]. Procedure details: A solution of 8.55 g (29.05 mMol) 6-(2-methyl-pyrimidin-4-yloxy)-naphthalene-1-carboxylic acid methyl ester, 13.5 g N-bromo-succinimide (95%; 72.6 mMol) and 3.31 g (20 mMol) α,α-azoisobytyronitrile in 1.85 l CCl4 is heated to 80° C. and irradiated (125 W lamp) for 2 days. Then 5.44 g N-bromo-succinimide and 1.66 g α,α-azoisobytyronitrile are added and irradiation at 80° C. is continued for another day. The reaction mixture is concentrated, the residue re-dissolved in EtOAc and water, the aq. lay... The reactants are C(=C)C1=C(C=C(C=C1)C(=O)OC)C(=O)OC (dimethyl 4-ethenyl-1,3-benzenedicarboxylate), CC(C)(C#N)N=NC(C)(C)C#N (AIBN), C(C)(=S)O (thioacetic acid). Solvent: C1=CC=CC=C1 (benzene), C(=O)(O)[O-].[Na+] (NaHCO3). Product: C(C)(=O)SCCC1=C(C=C(C=C1)C(=O)OC)C(=O)OC (dimethyl 4-[2-(acetylthio)ethyl]-1,3-benzenedicarboxylate). The yield is 26.9%. Reaction SMILES: [CH:1]([C:3]1[CH:8]=[CH:7][C:6]([C:9]([O:11][CH3:12])=[O:10])=[CH:5][C:4]=1[C:13]([O:15][CH3:16])=[O:14])=[CH2:2].CC(N=NC(C#N)(C)C)(C#N)C.[C:29]([OH:32])(=[S:31])[CH3:30]>C1C=CC=CC=1.C([O-])(O)=O.[Na+]>[C:29]([S:31][CH2:2][CH2:1][C:3]1[CH:8]=[CH:7][C:6]([C:9]([O:11][CH3:12])=[O:10])=[CH:5][C:4]=1[C:13]([O:15][CH3:16])=[O:14])(=[O:32])[CH3:30] |f:4.5|. Procedure: To a degassed solution of dimethyl 4-ethenyl-1,3-benzenedicarboxylate (415 mg, 1.88 mmol) in benzene (6 mL) were added AIBN (33 mg, 0.21 mmol) and thioacetic acid (0.27 mL, 3.78 mmol), and the mixture was refluxed for 5 hours. The reaction mixture was diluted with aqueous NaHCO3 solution (15 mL) and extracted with EtOAc (15 mL). The organic layer was dried over MgSO4 and concentrated. The residual material was purified by silica gel chromatography (hexanes/EtOAc=10:1) to give 0.150 g of colorles... Starting materials: [N+](=O)([O-])C=1C=C(C=O)C=CC1N1CCC(CC1)CN1CCCC1 (3-Nitro-4-(4-pyrrolidin-1-ylmethyl-piperidin-1-yl)-benzaldehyde), N1CCOCC1 (morpholine). Yields the product [N+](=O)([O-])C=1C=C(CN2CCOCC2)C=CC1N1CCC(CC1)CN1CCCC1 (4-[3-Nitro-4-(4-pyrrolidin-1-ylmethyl-piperidin-1-yl)-benzyl]-morpholine). RXN SMILES: [N+:1]([C:4]1[CH:5]=[C:6]([CH:9]=[CH:10][C:11]=1[N:12]1[CH2:17][CH2:16][CH:15]([CH2:18][N:19]2[CH2:23][CH2:22][CH2:21][CH2:20]2)[CH2:14][CH2:13]1)[CH:7]=O)([O-:3])=[O:2].[NH:24]1[CH2:29][CH2:28][O:27][CH2:26][CH2:25]1>>[N+:1]([C:4]1[CH:5]=[C:6]([CH:9]=[CH:10][C:11]=1[N:12]1[CH2:13][CH2:14][CH:15]([CH2:18][N:19]2[CH2:23][CH2:22][CH2:21][CH2:20]2)[CH2:16][CH2:17]1)[CH2:7][N:24]1[CH2:29][CH2:28][O:27][CH2:26][CH2:25]1)([O-:3])=[O:2]. Reported procedure: Prepared from the product of Example 64 and morpholine. Reactants: CN(C)C=O, Cc1ccc(Cn2c(NC3CCCN(CCO)CC3)nc3cccnc32)o1, Clc1ncccn1, [H-], [Na+], O. Product: Cc1ccc(Cn2c(NC3CCCN(CCOc4ncccn4)CC3)nc3cccnc32)o1. RXN SMILES: [CH3:38][N:39]([CH3:40])[CH:41]=[O:42].[CH3:3][c:4]1[cH:5][cH:6][c:7]([CH2:9][n:10]2[c:11]([NH:19][CH:20]3[CH2:21][CH2:22][N:23]([CH2:27][CH2:28][OH:29])[CH2:24][CH2:25][CH2:26]3)[n:12][c:13]3[c:14]2[n:15][cH:16][cH:17][cH:18]3)[o:8]1.[Cl:30][c:31]1[n:32][cH:33][cH:34][cH:35][n:36]1.[H-:1].[Na+:2].[OH2:37]>>[CH3:3][c:4]1[cH:5][cH:6][c:7]([CH2:9][n:10]2[c:11]([NH:19][CH:20]3[CH2:21][CH2:22][N:23]([CH2:27][CH2:28][O:29][c:31]4[n:32][cH:33][cH:34][cH:35][n:36]4)[CH2:24][CH2:25][CH2:26]3)[n:12][c:13]3[c:14]2[n:15][cH:16][cH:17][cH:18]3)[o:8]1. The reactants are C(C)(C)(C)OC(=O)[C@@H]1N(CCC1)C(C\C=C\CC(=O)N1[C@H](CCC1)C(=O)OC(C)(C)C)=O ((E)-(R)-1-[6-[(R)-2-tert-butoxycarbonyl-pyrrolidin-1-yl)-6-oxo-hex-3enoyl]-pyrrolidine-2-carboxylic acid tert-butyl ester), FC(C(=O)O)(F)F (trifluoroacetic acid). Solvent: ClCCl (dichloromethane). Conditions: time 16 hour. Product: C(=O)(O)[C@@H]1N(CCC1)C(C/C=C/CC(=O)N1[C@H](CCC1)C(=O)O)=O ((E)-(R)-1-[6-[(R)-2-Carboxy-pyrrolidin-1-yl)-6oxo-hex-3-enoyl]-pyrrolidine-2-carboxylic acid). Yield: 89.3%. Reaction SMILES: C([O:5][C:6]([C@H:8]1[CH2:12][CH2:11][CH2:10][N:9]1[C:13](=[O:32])[CH2:14]/[CH:15]=[CH:16]/[CH2:17][C:18]([N:20]1[CH2:24][CH2:23][CH2:22][C@@H:21]1[C:25]([O:27]C(C)(C)C)=[O:26])=[O:19])=[O:7])(C)(C)C.FC(F)(F)C(O)=O>ClCCl>[C:25]([C@H:21]1[CH2:22][CH2:23][CH2:24][N:20]1[C:18](=[O:19])[CH2:17]/[CH:16]=[CH:15]/[CH2:14][C:13]([N:9]1[CH2:10][CH2:11][CH2:12][C@@H:8]1[C:6]([OH:7])=[O:5])=[O:32])([OH:27])=[O:26]. Procedure: To a stirred solution of 600 mg (1.33 mmol) (E)-(R)-1-[6-[(R)-2-tert-butoxycarbonyl-pyrrolidin-1-yl)-6-oxo-hex-3enoyl]-pyrrolidine-2-carboxylic acid tert-butyl ester in 15 ml dichloromethane at 0° C. was added dropwise 4.4 ml (57.8 mmol) trifluoroacetic acid and stirring continued for 16 h at room temperature. Concentration in vacuo and azeotroping three times with chloroform on a rotary evaporator afforded 402 mg (90%) of the title compound as a white foam. MS m/e (%): 339 (M+H+, 100). Reactants: CC(C)O, COc1cc2ncnc(Cl)c2cc1OC, Nc1ccc(I)cc1. Yields the product COc1cc2ncnc(Nc3ccc(I)cc3)c2cc1OC. RXN SMILES: [CH:24]([OH:25])([CH3:26])[CH3:27].[Cl:9][c:10]1[n:11][cH:12][n:13][c:14]2[cH:15][c:16]([O:22][CH3:23])[c:17]([O:20][CH3:21])[cH:18][c:19]12.[I:1][c:2]1[cH:3][cH:4][c:5]([NH2:6])[cH:7][cH:8]1>>[I:1][c:2]1[cH:3][cH:4][c:5]([NH:6][c:10]2[n:11][cH:12][n:13][c:14]3[cH:15][c:16]([O:22][CH3:23])[c:17]([O:20][CH3:21])[cH:18][c:19]23)[cH:7][cH:8]1.